From a dataset of the Open Reaction Database (ORD), a public repository of structured organic reaction records. describe an organic reaction: reactants, conditions, products, and yield Reactants: OC(CCCCN1C(C2=CC=CC=C2C1=O)=O)(C1=CC=CC=C1)C1=CC=CC=C1 (2-(5-hydroxy-5,5-diphenyl-pentyl)-isoindol-1,3-dione), O.NN (hydrazine hydrate). Solvent: C(C)O (ethanol). Product: OC(CCCCN)(C1=CC=CC=C1)C1=CC=CC=C1 (5-hydroxy-5,5-diphenyl-pentylamine). RXN SMILES: [OH:1][C:2]([C:24]1[CH:29]=[CH:28][CH:27]=[CH:26][CH:25]=1)([C:18]1[CH:23]=[CH:22][CH:21]=[CH:20][CH:19]=1)[CH2:3][CH2:4][CH2:5][CH2:6][N:7]1C(=O)C2C(=CC=CC=2)C1=O.O.NN>C(O)C>[OH:1][C:2]([C:24]1[CH:25]=[CH:26][CH:27]=[CH:28][CH:29]=1)([C:18]1[CH:19]=[CH:20][CH:21]=[CH:22][CH:23]=1)[CH2:3][CH2:4][CH2:5][CH2:6][NH2:7] |f:1.2|. Reported procedure: Batch size: 5.0 g (13.0 mmol) 2-(5-hydroxy-5,5-diphenyl-pentyl)-isoindol-1,3-dione and 1.3 g (26.0 mmol) hydrazine hydrate in 50 ml ethanol. Starting materials: Brc1ncnc2nc[nH]c12, CCCCO, CCN(C(C)C)C(C)C, Cc1cccc(-c2nc3c(Cl)cccc3cc2C(C)N)n1. Yields the product Cc1cccc(-c2nc3c(Cl)cccc3cc2C(C)Nc2ncnc3[nH]cnc23)n1. RXN SMILES: [Br:27][c:28]1[c:29]2[nH:30][cH:31][n:32][c:33]2[n:34][cH:35][n:36]1.[CH2:22]([OH:23])[CH2:24][CH2:25][CH3:26].[CH:37]([N:38]([CH2:39][CH3:40])[CH:41]([CH3:42])[CH3:43])([CH3:44])[CH3:45].[Cl:1][c:2]1[cH:3][cH:4][cH:5][c:6]2[cH:7][c:8]([CH:19]([CH3:20])[NH2:21])[c:9](-[c:12]3[n:13][c:14]([CH3:18])[cH:15][cH:16][cH:17]3)[n:10][c:11]12>>[Cl:1][c:2]1[cH:3][cH:4][cH:5][c:6]2[cH:7][c:8]([CH:19]([CH3:20])[NH:21][c:28]3[c:29]4[n:30][cH:31][nH:32][c:33]4[n:34][cH:35][n:36]3)[c:9](-[c:12]3[n:13][c:14]([CH3:18])[cH:15][cH:16][cH:17]3)[n:10][c:11]12. Starting materials: N1C(=CC=C1)C(=O)OCC (ethyl pyrrole-2-carboxylate), C(C1=CC=CC=C1)Br (benzyl bromide), C(C1=CC=CC=C1)N1C(=CC=C1)C(=O)O (1-benzyl-pyrrole-2-carboxylic acid), NC=1SC=CN1 (2-aminothiazole). Product: C(C1=CC=CC=C1)N1C(=CC=C1)C(=O)O (1-Benzyl-pyrrole-2-carboxylic acid), S1C(=NC=C1)NC(=O)C=1N(C=CC1)CC1=CC=CC=C1 (1-Benzyl-pyrrole-2-carboxylic acid thiazol-2-ylamide). As a reaction SMILES: N1C=CC=C1C(OCC)=O.C(Br)C1C=CC=CC=1.[CH2:19]([N:26]1[CH:30]=[CH:29][CH:28]=[C:27]1[C:31]([OH:33])=[O:32])[C:20]1[CH:25]=[CH:24][CH:23]=[CH:22][CH:21]=1.[NH2:34][C:35]1[S:36][CH:37]=[CH:38][N:39]=1>>[CH2:19]([N:26]1[CH:30]=[CH:29][CH:28]=[C:27]1[C:31]([OH:33])=[O:32])[C:20]1[CH:21]=[CH:22][CH:23]=[CH:24][CH:25]=1.[S:36]1[CH:37]=[CH:38][N:39]=[C:35]1[NH:34][C:31]([C:27]1[N:26]([CH2:19][C:20]2[CH:21]=[CH:22][CH:23]=[CH:24][CH:25]=2)[CH:30]=[CH:29][CH:28]=1)=[O:33]. Procedure details: 1-Benzyl-pyrrole-2-carboxylic acid (1.12 g) was prepared from ethyl pyrrole-2-carboxylate (1.39 g, 10.0 mmol) and benzyl bromide (1.26 mL, 11.0 mmol) following general procedures A and B. 1-Benzyl-pyrrole-2-carboxylic acid thiazol-2-ylamide (45 mg) was prepared from 1-benzyl-pyrrole-2-carboxylic acid (50 mg, 0.25 mmol) and 2-aminothiazole (25 mg, 0.25 mmol) following the general procedure F. Reactants: ClC1=C(C(=O)O)C(=CC=C1Cl)Cl (2,3,6-trichlorobenzoic acid), O1CCOCCOCCOCCOCCOCC1 (1,4,7,10,13,16-hexaoxacyclooctadecane), [OH-].[K+] (potassium hydroxide), ClCC(=O)N (2-chloroacetamide). Solvent: C1(=CC=CC=C1)C (toluene), CN(C=O)C (dimethylformamide). The product is ClC1=C(C(=O)OCC(=O)N)C(=CC=C1Cl)Cl ((Aminocarbonyl)Methyl 2,3,6-Trichlorobenzoate). RXN SMILES: [Cl:1][C:2]1[C:10]([Cl:11])=[CH:9][CH:8]=[C:7]([Cl:12])[C:3]=1[C:4]([OH:6])=[O:5].[OH-].[K+].Cl[CH2:16][C:17]([NH2:19])=[O:18].O1CCOCCOCCOCCOCCOCC1>C1(C)C=CC=CC=1.CN(C)C=O>[Cl:1][C:2]1[C:10]([Cl:11])=[CH:9][CH:8]=[C:7]([Cl:12])[C:3]=1[C:4]([O:6][CH2:16][C:17]([NH2:19])=[O:18])=[O:5] |f:1.2|. Reported procedure: This compound was prepared in the manner of Example I, using 15.0 grams (0.066 mole) of 2,3,6-trichlorobenzoic acid, 4.4 grams (0.066 mole) of potassium hydroxide, 6.2 grams (0.066 mole) of 2-chloroacetamide, and 1.8 grams of 1,4,7,10,13,16-hexaoxacyclooctadecane in 300 ml of dry toluene and 200 ml of dimethylformamide. The crude product was purified by liquid chromatography, followed by recrystallization from ethyl acetate. The yield was 0.9 gram of (aminocarbonyl)methyl 2,3,6-trichlorobenzoate... Starting materials: CC=1NC(=C(C(C1C(=O)O)C1=CC(=CC=C1)[N+](=O)[O-])C(=O)OC)C (1,4-dihydro-2,6-dimethyl-4-(3-nitrophenyl)-5-methoxycarbonyl-pyridine-3-carboxylic acid), O (water), BrCCCCBr (1,4-dibromobutane), C([O-])([O-])=O.[K+].[K+] (potassium carbonate). The solvent is CN(C=O)C (dimethylformamide). Reaction conditions: temperature 50 celsius, time 2.5 hour. Yields the product CC=1NC(=C(C(C1C(=O)OC)C1=CC(=CC=C1)[N+](=O)[O-])C(=O)OCCCCBr)C (methyl 4-bromobutyl 1,4-dihydro-2,6-dimethyl-4-(3-nitrophenyl)-pyridine-3,5-dicarboxylate). RXN SMILES: [CH3:1][C:2]1[NH:3][C:4]([CH3:24])=[C:5]([C:20]([O:22][CH3:23])=[O:21])[CH:6]([C:11]2[CH:16]=[CH:15][CH:14]=[C:13]([N+:17]([O-:19])=[O:18])[CH:12]=2)[C:7]=1[C:8]([OH:10])=[O:9].[Br:25][CH2:26][CH2:27][CH2:28][CH2:29]Br.C(=O)([O-])[O-].[K+].[K+].O>CN(C)C=O>[CH3:24][C:4]1[NH:3][C:2]([CH3:1])=[C:7]([C:8]([O:10][CH2:29][CH2:28][CH2:27][CH2:26][Br:25])=[O:9])[CH:6]([C:11]2[CH:16]=[CH:15][CH:14]=[C:13]([N+:17]([O-:19])=[O:18])[CH:12]=2)[C:5]=1[C:20]([O:22][CH3:23])=[O:21] |f:2.3.4|. Reported procedure: A suspension comprising 9.96 g of 1,4-dihydro-2,6-dimethyl-4-(3-nitrophenyl)-5-methoxycarbonyl-pyridine-3-carboxylic acid, 5.4 ml of 1,4-dibromobutane and 2.07 g of potassium carbonate in 60 ml of dimethylformamide was heated at 50° C. under stirring for 2.5 hours. The mixture was then cooled to room temperature, poured into 400 ml of water and extracted with diethyl ether. The ethereal extracts were then dried on anhydrous sodium sulfate and evaporated to dryness to give an oil which was purifi... Reaction SMILES: [Br:8][CH2:9][CH2:10][CH2:11][Cl:12].[SH:1][c:2]1[cH:3][cH:4][cH:5][cH:6][cH:7]1>>[S:1]([c:2]1[cH:3][cH:4][cH:5][cH:6][cH:7]1)[CH2:9][CH2:10][CH2:11][Cl:12]. Reactants: ClCCCBr, Sc1ccccc1. Yields the product ClCCCSc1ccccc1. RXN SMILES: N[C:2]1[CH:3]=[C:4]([C:10]#[N:11])[C:5](=[CH:8][CH:9]=1)[C:6]#[N:7].O.N([O-])=O.[Na+].C(Cl)Cl.[BrH:20]>>[Br:20][C:2]1[CH:3]=[C:4]([C:10]#[N:11])[C:5](=[CH:8][CH:9]=1)[C:6]#[N:7] |f:2.3|. Procedure details: Compound 4 (24 g, 0.17 mol) was suspended in a stirring solution of 100 ml HBr (48%) and 100 ml of H2O cooled to −10° C. Sodium nitrite (14 g, 0.20 mol) was dissolved in ice water and added dropwise to the solution of 4-aminophthalonitrile. The exothermic reaction was carefully monitored and kept under 0° C. After 2 hours of stirring, the solution was added dropwise to a solution of Cu(I)Br (27 g, 0.18 mol) in 100 ml of HBr (48%) at −3° C. and stirred at 0° C. for 2 hours. To minimize foaming as... Conditions: temperature -10 celsius, time 2 hour. Solvent: ice water. Starting materials: Br (HBr), NC=1C=C(C(C#N)=CC1)C#N (4-amino-phthalonitrile), NC=1C=C(C(C#N)=CC1)C#N (4-aminophthalonitrile), N(=O)[O-].[Na+] (Sodium nitrite), O (H2O), Cu(I)Br, Br (HBr), C(Cl)Cl (methylene chloride). Yields the product BrC=1C=C(C(C#N)=CC1)C#N (4-bromophthalonitrile).